This data is from the Open Reaction Database (ORD), a public repository of structured organic reaction records. The task is: describe an organic reaction: reactants, conditions, products, and yield Starting materials: C[O-].[Na+] (Sodium methoxide), C1(CCCC1)NN (Cyclopentylhydrazine), C(C)OC=C(C#N)C#N (Ethoxymethylenemalononitrile). Solvent: C(C)O (ethanol). Reaction conditions: temperature 70 celsius. Product: NC1=C(C=NN1C1CCCC1)C#N (5-Amino-1-cyclopentyl-1H-pyrazole-4-carbonitrile). Yield: 34.0%. As a reaction SMILES: [CH:1]1([NH:6][NH2:7])[CH2:5][CH2:4][CH2:3][CH2:2]1.C[O-].[Na+].C(O[CH:14]=[C:15]([C:18]#[N:19])[C:16]#[N:17])C>C(O)C>[NH2:19][C:18]1[N:6]([CH:1]2[CH2:5][CH2:4][CH2:3][CH2:2]2)[N:7]=[CH:14][C:15]=1[C:16]#[N:17] |f:1.2|. Procedure: Alternate Synthesis of 3: Cyclopentylhydrazine hydrochloride1 (1.08 g, 10 mmol) was dissolved in 100 mL anhydrous ethanol. Sodium methoxide (540 mg, 10 mmol) was added in one portion and the reaction mixture was stirred for ten minutes. Ethoxymethylenemalononitrile (Acros, 1.22 g, 10 mmol) was then added in small portions over several minutes. The reaction mixture was heated at 70° C. under argon overnight. The reaction mixture was concentrated and subjected to flash chromatography on silica gel... The reactants are C(C)(C)(C)C=1C=C(C=C(C1O)C(C)(C)C)NC(=S)N (3,5-Di-tert-butyl-4-hydroxyphenylthiourea), BrCC(C(=O)OCC)=O (ethyl bromopyruvate), O (water). The solvent is C(C)O (ethanol). Product: C(C)(C)(C)C1=C(C(=CC(=C1)NC=1SC=C(N1)C(=O)OCC)C(C)(C)C)O (2,6-di-tert-butyl-4-[(4-ethoxycarbonyl-2thiazolyl)amino]phenol). The yield is 51.6%. Reaction SMILES: [C:1]([C:5]1[CH:6]=[C:7]([NH:16][C:17]([NH2:19])=[S:18])[CH:8]=[C:9]([C:12]([CH3:15])([CH3:14])[CH3:13])[C:10]=1[OH:11])([CH3:4])([CH3:3])[CH3:2].Br[CH2:21][C:22](=O)[C:23]([O:25][CH2:26][CH3:27])=[O:24].O>C(O)C>[C:1]([C:5]1[CH:6]=[C:7]([NH:16][C:17]2[S:18][CH:21]=[C:22]([C:23]([O:25][CH2:26][CH3:27])=[O:24])[N:19]=2)[CH:8]=[C:9]([C:12]([CH3:13])([CH3:15])[CH3:14])[C:10]=1[OH:11])([CH3:2])([CH3:3])[CH3:4]. Procedure details: 3,5-Di-tert-butyl-4-hydroxyphenylthiourea (2.60 g) and 2.01 g of ethyl bromopyruvate were dissolved in 100 ml of ethanol, and the solution was heated under reflux for 3 hours. After addition of water, the reaction mixture was extracted with chloroform. The organic layer was washed with saturated aqueous sodium bicarbonate solution and then with saturated aqueous sodium chloride solution, then dried over magnesium sulfate, and concentrated. Purification of the crude product by silica gel column c... Starting materials: CCOC(=O)c1cnn(Cc2nc(Br)sc2C)c1, CCO, COCCOC, OB(O)c1cccc(C(F)(F)F)c1F, [Na+], [Na+], O=C([O-])[O-], O. Product: CCOC(=O)c1cnn(Cc2nc(-c3cccc(C(F)(F)F)c3F)sc2C)c1. Reaction SMILES: [Br:1][c:2]1[s:3][c:4]([CH3:18])[c:5]([CH2:7][n:8]2[n:9][cH:10][c:11]([C:13](=[O:14])[O:15][CH2:16][CH3:17])[cH:12]2)[n:6]1.[CH2:40]([OH:41])[CH3:42].[CH3:43][O:44][CH2:45][CH2:46][O:47][CH3:48].[F:19][c:20]1[c:21]([B:30]([OH:31])[OH:32])[cH:22][cH:23][cH:24][c:25]1[C:26]([F:27])([F:28])[F:29].[Na+:33].[Na+:34].[O-:35][C:36](=[O:37])[O-:38].[OH2:39]>>[c:2]1(-[c:21]2[c:20]([F:19])[c:25]([C:26]([F:27])([F:28])[F:29])[cH:24][cH:23][cH:22]2)[s:3][c:4]([CH3:18])[c:5]([CH2:7][n:8]2[n:9][cH:10][c:11]([C:13](=[O:14])[O:15][CH2:16][CH3:17])[cH:12]2)[n:6]1. Reactants: [BH4-], CO, [Na+], C=CC(NC(=O)OC(C)(C)C)C1CCC2(CC1)OCCO2. Yields the product CC(C)(C)OC(=O)NC(CCO)C1CCC2(CC1)OCCO2. Reaction SMILES: [BH4-:22].[CH3:24][OH:25].[Na+:23].[O:1]1[CH2:2][CH2:3][O:4][C:5]12[CH2:6][CH2:7][CH:8]([CH:11]([CH:12]=[CH2:13])[NH:14][C:15]([O:16][C:17]([CH3:18])([CH3:19])[CH3:20])=[O:21])[CH2:9][CH2:10]2>>[O:1]1[CH2:2][CH2:3][O:4][C:5]12[CH2:6][CH2:7][CH:8]([CH:11]([CH2:12][CH2:13][OH:25])[NH:14][C:15]([O:16][C:17]([CH3:18])([CH3:19])[CH3:20])=[O:21])[CH2:9][CH2:10]2. The reactants are ClC=1C=C(C=CC1OCC1=CC(=CC=C1)F)NC=1C2=C(N=CN1)C=NN2CC2=CC=C(C(=O)OC)C=C2 (methyl 4-{[7-({3-chloro-4-[(3-fluorobenzyl)oxy]phenyl}amino)-1H-pyrazolo[4,3-d]pyrimidin-1-yl]methyl}benzoate), O1CCCC1.CO (tetrahydrofuran methanol), [OH-].[Na+] (sodium hydroxide), Cl (hydrochloric acid). The solvent is O (water). Conditions: time 1 hour. The product is ClC=1C=C(C=CC1OCC1=CC(=CC=C1)F)NC=1C2=C(N=CN1)C=NN2CC2=CC=C(C(=O)O)C=C2 (4-{[7-({3-chloro-4-[(3-fluorobenzyl)oxy]phenyl}amino)-1H-pyrazolo[4,3-d]pyrimidin-1-yl]methyl}benzoic acid). Isolated yield 65.8%. RXN SMILES: [Cl:1][C:2]1[CH:3]=[C:4]([NH:17][C:18]2[C:19]3[N:26]([CH2:27][C:28]4[CH:37]=[CH:36][C:31]([C:32]([O:34]C)=[O:33])=[CH:30][CH:29]=4)[N:25]=[CH:24][C:20]=3[N:21]=[CH:22][N:23]=2)[CH:5]=[CH:6][C:7]=1[O:8][CH2:9][C:10]1[CH:15]=[CH:14][CH:13]=[C:12]([F:16])[CH:11]=1.O1CCCC1.CO.[OH-].[Na+].Cl>O>[Cl:1][C:2]1[CH:3]=[C:4]([NH:17][C:18]2[C:19]3[N:26]([CH2:27][C:28]4[CH:29]=[CH:30][C:31]([C:32]([OH:34])=[O:33])=[CH:36][CH:37]=4)[N:25]=[CH:24][C:20]=3[N:21]=[CH:22][N:23]=2)[CH:5]=[CH:6][C:7]=1[O:8][CH2:9][C:10]1[CH:15]=[CH:14][CH:13]=[C:12]([F:16])[CH:11]=1 |f:1.2,3.4|. Procedure: To a solution of methyl 4-{[7-({3-chloro-4-[(3-fluorobenzyl)oxy]phenyl}amino)-1H-pyrazolo[4,3-d]pyrimidin-1-yl]methyl}benzoate (25 mg) in a mixed solvent of tetrahydrofuran/methanol (1:1, 1 mL) was added 1N aqueous sodium hydroxide solution (0.5 mL), and the mixture was stirred at room temperature for 1 hr. After the completion of the reaction, 1N aqueous hydrochloric acid solution (0.5 mL) and water (1 mL) were added under ice-cooling, and the mixture was stirred at room temperature for 1 hr. T... Starting materials: CC(C)(C)[O-], CN(C)C=O, COCn1c(-c2cc3cc(C=O)ccc3[nH]2)nc2cc(Cl)c(Cl)cc21, CI, [K+], O. Yields the product COCn1c(-c2cc3cc(C=O)ccc3n2C)nc2cc(Cl)c(Cl)cc21. RXN SMILES: [CH3:28][C:29]([CH3:30])([O-:31])[CH3:32].[CH3:35][N:36]([CH3:37])[CH:38]=[O:39].[Cl:1][c:2]1[cH:3][c:4]2[c:5]([n:6]([CH2:20][O:21][CH3:22])[c:7](-[c:9]3[nH:10][c:11]4[cH:12][cH:13][c:14]([CH:18]=[O:19])[cH:15][c:16]4[cH:17]3)[n:8]2)[cH:23][c:24]1[Cl:25].[I:26][CH3:27].[K+:33].[OH2:34]>>[Cl:1][c:2]1[cH:3][c:4]2[c:5]([n:6]([CH2:20][O:21][CH3:22])[c:7](-[c:9]3[n:10]([CH3:28])[c:11]4[cH:12][cH:13][c:14]([CH:18]=[O:19])[cH:15][c:16]4[cH:17]3)[n:8]2)[cH:23][c:24]1[Cl:25].